This data is from the Open Reaction Database (ORD), a public repository of structured organic reaction records. The task is: describe an organic reaction: reactants, conditions, products, and yield Starting materials: COC(=O)C1=CC2=C(OC(O2)(F)F)C(=C1)[Si](CC)(CC)CC (2,2-difluoro-7-triethylsilanyl-benzo[1,3]dioxole-5-carboxylic acid methyl ester), ICl (ICl), C(Cl)(Cl)(Cl)Cl (CCl4), ICl (ICl). Solvent: C(Cl)Cl (CH2Cl2). Conditions: temperature 77 celsius, time 3 hour. Product: COC(=O)C1=CC2=C(OC(O2)(F)F)C(=C1)I (2,2-Difluoro-7-iodo-benzo[1,3]dioxole-5-carboxylic acid methyl ester). Reaction SMILES: [CH3:1][O:2][C:3]([C:5]1[CH:15]=[C:14]([Si](CC)(CC)CC)[C:8]2[O:9][C:10]([F:13])([F:12])[O:11][C:7]=2[CH:6]=1)=[O:4].C(Cl)(Cl)(Cl)Cl.[I:28]Cl>C(Cl)Cl>[CH3:1][O:2][C:3]([C:5]1[CH:15]=[C:14]([I:28])[C:8]2[O:9][C:10]([F:13])([F:12])[O:11][C:7]=2[CH:6]=1)=[O:4]. Procedure: 17.0 g of 2,2-difluoro-7-triethylsilanyl-benzo[1,3]dioxole-5-carboxylic acid methyl ester were dissolved using 100 ml of CCl4 and 2.9 ml of ICl added. The mixture was then stirred for 3 h at 77° C., 1.5 ml of ICl added and stirred for 2 h at 77° C. The mixture was then allowed to cool to room temperature, 200 ml of CH2Cl2 added, and washed three times using 300 ml of a saturated aqueous Na2SO3-solution each. The organic layer was then dried using MgSO4 and evaporated. Chromatography on silica ge... The reactants are CCN(CC)S(F)(F)F, ClCCl, COC(=O)C(CCCc1ccccc1)C(O)C(=O)N1CCOCC1. The product is COC(=O)C(CCCc1ccccc1)C(F)C(=O)N1CCOCC1. RXN SMILES: [CH2:1]([N:2]([S:3]([F:4])([F:5])[F:7])[CH2:6][CH3:8])[CH3:9].[CH2:34]([Cl:35])[Cl:36].[CH3:10][O:11][C:12]([CH:13]([CH2:14][CH2:15][CH2:16][c:17]1[cH:18][cH:19][cH:20][cH:21][cH:22]1)[CH:23]([C:24](=[O:25])[N:26]1[CH2:27][CH2:28][O:29][CH2:30][CH2:31]1)[OH:32])=[O:33]>>[F:7][CH:23]([CH:13]([C:12]([O:11][CH3:10])=[O:33])[CH2:14][CH2:15][CH2:16][c:17]1[cH:18][cH:19][cH:20][cH:21][cH:22]1)[C:24](=[O:25])[N:26]1[CH2:27][CH2:28][O:29][CH2:30][CH2:31]1. Reactants: ClC(C(=O)N[C@@H]([C@H](O)C1=CC=C(C=C1)C1=CC=C(C=C1)C1N(CCC1)C(=O)OC(C)(C)C)CF)Cl (tert-butyl 2-(4′-((1R,2S)-2-(2,2-dichloroacetamido)-3-fluoro-1-hydroxypropyl)-[1,1′-biphenyl]-4-yl)pyrrolidine-1-carboxylate), C(=O)(C(F)(F)F)O (TFA). Run in C(Cl)Cl (DCM), C(Cl)Cl (DCM). Conditions: time 1 hour. Yields the product ClC(C(=O)N[C@@H]([C@@H](C1=CC=C(C=C1)C1=CC=C(C=C1)C1NCCC1)O)CF)Cl (2,2-dichloro-N-((1R,2S)-3-fluoro-1-hydroxy-1-(4′-(pyrrolidin-2-yl)-[1,1′-biphenyl]-4-yl)propan-2-yl)acetamide). Yield: 84.6%. As a reaction SMILES: [Cl:1][CH:2]([Cl:35])[C:3]([NH:5][C@H:6]([CH2:33][F:34])[C@@H:7]([C:9]1[CH:14]=[CH:13][C:12]([C:15]2[CH:20]=[CH:19][C:18]([CH:21]3[CH2:25][CH2:24][CH2:23][N:22]3C(OC(C)(C)C)=O)=[CH:17][CH:16]=2)=[CH:11][CH:10]=1)[OH:8])=[O:4].C(O)(C(F)(F)F)=O>C(Cl)Cl>[Cl:35][CH:2]([Cl:1])[C:3]([NH:5][C@H:6]([CH2:33][F:34])[C@H:7]([OH:8])[C:9]1[CH:10]=[CH:11][C:12]([C:15]2[CH:20]=[CH:19][C:18]([CH:21]3[CH2:25][CH2:24][CH2:23][NH:22]3)=[CH:17][CH:16]=2)=[CH:13][CH:14]=1)=[O:4]. Reported procedure: To a solution of the product of step 1 (210 mg, 0.4 mmol) in DCM (3 mL) is added TFA (1 mL). The mixture is stirred for 1 hour. The reaction is then diluted with DCM, washed with sat.NaHCO3 (aq.) and evaporated to give the title compound (144 mg). 1H-NMR (400 MHz, DMSO) δ(ppm) 1.5-1.65 (1H), 1.7-1.9 (2H), 2.1-2.25 (1H), 2.8-3.0 (1H), 3.0-3.2 (1H), 4.05-4.15 (1H), 4.15-4.35 (1.5H), 4.35-4.45 (0.5H), 4.5-4.6 (0.5H), 4.65-4.75 (0.5H), 4.8-4.9 (1H), 5.9-6.0 (1H), 6.5 (1H), 7.4-7.5 (4H), 7.5-7.65 (4H...